From a dataset of the Open Reaction Database (ORD), a public repository of structured organic reaction records. describe an organic reaction: reactants, conditions, products, and yield The reactants are O=C([O-])[O-], C=CCC1(C)CC(c2cccc(Cl)c2)C(c2ccc(Cl)cc2)N(C(CC)C(=O)NS(=O)(=O)C2CC2)C1=O, CI, [K+], [K+], CN(C)C=O. Product: C=CCC1(C)CC(c2cccc(Cl)c2)C(c2ccc(Cl)cc2)N(C(CC)C(=O)N(C)S(=O)(=O)C2CC2)C1=O. Reaction SMILES: [C:38](=[O:39])([O-:40])[O-:41].[CH2:1]([CH:2]=[CH2:3])[C:4]1([CH3:37])[C:5](=[O:36])[N:6]([CH:24]([C:25](=[O:26])[NH:27][S:28](=[O:29])(=[O:30])[CH:31]2[CH2:32][CH2:33]2)[CH2:34][CH3:35])[CH:7]([c:17]2[cH:18][cH:19][c:20]([Cl:23])[cH:21][cH:22]2)[CH:8]([c:10]2[cH:11][c:12]([Cl:16])[cH:13][cH:14][cH:15]2)[CH2:9]1.[I:44][CH3:45].[K+:42].[K+:43].[O:46]=[CH:47][N:48]([CH3:49])[CH3:50]>>[CH2:1]([CH:2]=[CH2:3])[C:4]1([CH3:37])[C:5](=[O:36])[N:6]([CH:24]([C:25](=[O:26])[N:27]([S:28](=[O:29])(=[O:30])[CH:31]2[CH2:32][CH2:33]2)[CH3:38])[CH2:34][CH3:35])[CH:7]([c:17]2[cH:18][cH:19][c:20]([Cl:23])[cH:21][cH:22]2)[CH:8]([c:10]2[cH:11][c:12]([Cl:16])[cH:13][cH:14][cH:15]2)[CH2:9]1. Reactants: N1(CCNCC1)C1=CC=NC2=CC=C(C=C12)C=1C(=NN(C1)C(C1=CC=CC=C1)(C1=CC=CC=C1)C1=CC=CC=C1)C(F)(F)F (4-piperazin-1-yl-6-(3-trifluoromethyl-1-trityl-1H-4-pyrazolyl)quinoline), N1(CCCC1)C(=O)Cl (1-pyrrolidine carbonyl chloride). The product is N1(CCCC1)C(=O)N1CCN(CC1)C1=CC=NC2=CC=C(C=C12)C=1C(=NN(C1)C(C1=CC=CC=C1)(C1=CC=CC=C1)C1=CC=CC=C1)C(F)(F)F (Tetrahydro-1H-1-pyrrolyl{4-[6-(3-trifluoromethyl-1-trityl-1H-pyrazolyl)-4-quinolyl]piperazin-1-yl}methanone). As a reaction SMILES: [N:1]1([C:7]2[C:16]3[C:11](=[CH:12][CH:13]=[C:14]([C:17]4[C:18]([C:41]([F:44])([F:43])[F:42])=[N:19][N:20]([C:22]([C:35]5[CH:40]=[CH:39][CH:38]=[CH:37][CH:36]=5)([C:29]5[CH:34]=[CH:33][CH:32]=[CH:31][CH:30]=5)[C:23]5[CH:28]=[CH:27][CH:26]=[CH:25][CH:24]=5)[CH:21]=4)[CH:15]=3)[N:10]=[CH:9][CH:8]=2)[CH2:6][CH2:5][NH:4][CH2:3][CH2:2]1.[N:45]1([C:50](Cl)=[O:51])[CH2:49][CH2:48][CH2:47][CH2:46]1>>[N:45]1([C:50]([N:4]2[CH2:5][CH2:6][N:1]([C:7]3[C:16]4[C:11](=[CH:12][CH:13]=[C:14]([C:17]5[C:18]([C:41]([F:43])([F:42])[F:44])=[N:19][N:20]([C:22]([C:23]6[CH:24]=[CH:25][CH:26]=[CH:27][CH:28]=6)([C:35]6[CH:36]=[CH:37][CH:38]=[CH:39][CH:40]=6)[C:29]6[CH:34]=[CH:33][CH:32]=[CH:31][CH:30]=6)[CH:21]=5)[CH:15]=4)[N:10]=[CH:9][CH:8]=3)[CH2:2][CH2:3]2)=[O:51])[CH2:49][CH2:48][CH2:47][CH2:46]1. Procedure: 118 mg 4-piperazin-1-yl-6-(3-trifluoromethyl-1-trityl-1H-4-pyrazolyl)quinoline obtained in Example 188 and 33 μL 1-pyrrolidine carbonyl chloride were reacted in the same manner as in Example 193, to give 126 mg of the title compound as a colorless amorphous.